This data is from the Open Reaction Database (ORD), a public repository of structured organic reaction records. The task is: describe an organic reaction: reactants, conditions, products, and yield Reactants: C(C)(C)C1=NC(=C(C(=C1CO)C1=CC=C(C=C1)F)C=CC(C)C)C(C)C (2,6-Diisopropyl-3-hydroxymethyl-4-(4-fluorophenyl)-5-(3-methyl-1-butenyl)pyridine). Run in C(C)(=O)OCC.CCCCCC (ethyl acetate hexane). Product: C(C)(C)C1=NC(=C(C(=C1CO)C1=CC=C(C=C1)F)CCC(C)C)C(C)C (2,6-Diisopropyl-3-hydroxymethyl-4-(4-fluorophenyl)-5-(3-methylbutyl)pyridine). As a reaction SMILES: [CH:1]([C:4]1[C:9]([CH2:10][OH:11])=[C:8]([C:12]2[CH:17]=[CH:16][C:15]([F:18])=[CH:14][CH:13]=2)[C:7]([CH:19]=[CH:20][CH:21]([CH3:23])[CH3:22])=[C:6]([CH:24]([CH3:26])[CH3:25])[N:5]=1)([CH3:3])[CH3:2]>C(OCC)(=O)C.CCCCCC>[CH:1]([C:4]1[C:9]([CH2:10][OH:11])=[C:8]([C:12]2[CH:13]=[CH:14][C:15]([F:18])=[CH:16][CH:17]=2)[C:7]([CH2:19][CH2:20][CH:21]([CH3:23])[CH3:22])=[C:6]([CH:24]([CH3:26])[CH3:25])[N:5]=1)([CH3:3])[CH3:2] |f:1.2|. Procedure: The title compound was prepared from 2,6-diisopropyl-3-hydroxymethyl-4-(4fluorophenyl)-5-(3-methyl-1-butenyl)pyridine (Example 27) according to the procedure described in Example 1, Step H. 1H NMR (300 MHz, CDCl3): δ7.14 (m, 4 H) 4.33 (d, J=5.5 Hz, 2 H), 3.41 (sept, J=6.6 Hz, 1 H), 3.22 (sept, J=6.6 Hz, 1 H), 2.27 (m, 2 H), 1.35 (m, 1 H), 1.33 (d, J=7 Hz, 6 H), 1.30 (d, J=7 Hz, 6 H), 1.17 (m, 3 H), 0.70 (d, J=6.6 Hz, 6 H). FAB-MS: calculated for (C23H32FNO) 357, found 358 (M+H). Anal. Calcd for ... The reactants are C=C (ethylene), C1=CC=CC=C1 (benzene), [Al] (aluminium). Reaction conditions: time 10 second. Yields the product C=C (ethylene), C(C)C1=CC=CC=C1 (ethyl benzene). RXN SMILES: [Al].[CH2:2]=[CH2:3].[CH:4]1[CH:9]=[CH:8][CH:7]=[CH:6][CH:5]=1>>[CH2:4]=[CH2:5].[CH2:2]([C:4]1[CH:9]=[CH:8][CH:7]=[CH:6][CH:5]=1)[CH3:3]. Procedure details: In a glass tube reactor was placed aluminium-exchanged bentonite particles (20 ml) prepared as described in B above through which was passed a mixture of benzene and ethylene in a molar ratio of 8:1. The residence time was 10 seconds, the temperature of the reactor was 386° C. and the pressure was atmospheric. An ethylene conversion to ethyl benzene of 6.1% was obtained. The weight ratio of ethyl benzene to diethyl benzenes was about 32:1 The selectivity of both benzene and ethylene to ethyl ben... The reactants are COC(C(C(C=C)O)(C)NC=O)=O (2-formylamino-3-hydroxy-2-methyl-4-pentenoic acid methyl ester), S(=O)(Br)Br (thionyl bromide), P(OCC)(OCC)OCC (triethyl phosphite). Product: COC(C(\C=C\CP(=O)(OCC)OCC)(C)NC=O)=O (E-2-formylamino-2-methyl-5-diethylphosphono-3-pentenoic acid methyl ester). As a reaction SMILES: [CH3:1][O:2][C:3](=[O:13])[C:4]([NH:10][CH:11]=[O:12])([CH3:9])[CH:5](O)[CH:6]=[CH2:7].S(Br)(Br)=O.[P:18]([O:25]CC)([O:22][CH2:23][CH3:24])[O:19][CH2:20][CH3:21]>>[CH3:1][O:2][C:3](=[O:13])[C:4]([NH:10][CH:11]=[O:12])([CH3:9])/[CH:5]=[CH:6]/[CH2:7][P:18]([O:22][CH2:23][CH3:24])([O:19][CH2:20][CH3:21])=[O:25]. Procedure: A solution of 14.1 g of 2-isocyanopropionic acid methyl ester and 8.5 g of freshly distilled acrolein in 50 ml of tetrahydrofuran is added within a period of 20 minutes at 0°-5° under nitrogen to a solution of 17 g of anhydrous zinc chloride in 75 ml of tetrahydrofuran, and the whole is stirred for 45 hours at 0°-5°. The whole is poured onto 500 ml of 10% sodium hydrogen carbonate solution and extracted with 200 ml of dichloromethane. The organic phase is dried over sodium sulphateand concentrat... The product is CN([C@@H]1CN(C[C@H]1OC)C1=C(C=C(C=C1)N1C(C2=CC=C(C=C2C=C1)OC[C@@H]1OCCC1)=O)F)C (2-[4-((3R*,4R*)-3-Dimethylamino-4-methoxy-pyrrolidin-1-yl)-3-fluorophenyl]-6-[(R)-1-(tetrahydrofuran-2-yl)methoxy]-2H-isoquinolin-1-one). Reactants: BrC1=C(C=C(C=C1)N1C(C2=CC=C(C=C2C=C1)OC[C@@H]1OCCC1)=O)F (2-(4-Bromo-3-fluorophenyl)-6-[(R)-1-(tetrahydrofuran-2-yl)methoxy]-2H-isoquinolin-1-one), CO[C@H]1[C@@H](CNC1)N(C)C (((3R*,4R*)-4-methoxy-pyrrolidin-3yl)-dimethylamine). Reported procedure: 2-(4-Bromo-3-fluorophenyl)-6-[(R)-1-(tetrahydrofuran-2-yl)methoxy]-2H-isoquinolin-1-one and ((3R*,4R*)-4-methoxy-pyrrolidin-3yl)-dimethylamine were reacted according to Method R1. In this way the product was obtained with molecular weight 481.57 (C27H32FN3O4); MS (ESI): 482 (M+H+). As a reaction SMILES: Br[C:2]1[CH:7]=[CH:6][C:5]([N:8]2[CH:17]=[CH:16][C:15]3[C:10](=[CH:11][CH:12]=[C:13]([O:18][CH2:19][C@H:20]4[CH2:24][CH2:23][CH2:22][O:21]4)[CH:14]=3)[C:9]2=[O:25])=[CH:4][C:3]=1[F:26].[CH3:27][O:28][C@@H:29]1[CH2:33][NH:32][CH2:31][C@H:30]1[N:34]([CH3:36])[CH3:35]>>[CH3:35][N:34]([CH3:36])[C@H:30]1[C@H:29]([O:28][CH3:27])[CH2:33][N:32]([C:2]2[CH:7]=[CH:6][C:5]([N:8]3[CH:17]=[CH:16][C:15]4[C:10](=[CH:11][CH:12]=[C:13]([O:18][CH2:19][C@H:20]5[CH2:24][CH2:23][CH2:22][O:21]5)[CH:14]=4)[C:9]3=[O:25])=[CH:4][C:3]=2[F:26])[CH2:31]1.